From a dataset of the Open Reaction Database (ORD), a public repository of structured organic reaction records. describe an organic reaction: reactants, conditions, products, and yield Starting materials: OBO, [Br-], CC(C)(C)OC(=O)N1CC(O[Si](C)(C)C(C)(C)C)CC1C(=O)Nc1ccc(Br)cc1F, O=C([O-])[O-], CSc1ccccc1, CCCC[N+](CCCC)(CCCC)CCCC, Cc1ccccc1, CCOC(C)=O, [Na+], [Na+]. Product: CSc1ccccc1-c1ccc(NC(=O)C2CC(O[Si](C)(C)C(C)(C)C)CN2C(=O)OC(C)(C)C)c(F)c1. RXN SMILES: [BH:32]([OH:33])[OH:34].[Br-:49].[C:1]([CH3:2])([CH3:3])([CH3:4])[O:5][C:6](=[O:7])[N:8]1[CH:9]([C:21]([NH:22][c:23]2[c:24]([F:30])[cH:25][c:26]([Br:29])[cH:27][cH:28]2)=[O:31])[CH2:10][CH:11]([O:13][Si:14]([CH3:15])([CH3:16])[C:17]([CH3:18])([CH3:19])[CH3:20])[CH2:12]1.[C:43](=[O:44])([O-:45])[O-:46].[CH3:35][S:36][c:37]1[cH:38][cH:39][cH:40][cH:41][cH:42]1.[CH3:50][CH2:51][CH2:52][CH2:53][N+:54]([CH2:55][CH2:56][CH2:57][CH3:58])([CH2:59][CH2:60][CH2:61][CH3:62])[CH2:63][CH2:64][CH2:65][CH3:66].[CH3:67][c:68]1[cH:69][cH:70][cH:71][cH:72][cH:73]1.[CH3:74][CH2:75][O:76][C:77]([CH3:78])=[O:79].[Na+:47].[Na+:48]>>[C:1]([CH3:2])([CH3:3])([CH3:4])[O:5][C:6](=[O:7])[N:8]1[CH:9]([C:21]([NH:22][c:23]2[c:24]([F:30])[cH:25][c:26](-[c:38]3[c:37]([S:36][CH3:35])[cH:42][cH:41][cH:40][cH:39]3)[cH:27][cH:28]2)=[O:31])[CH2:10][CH:11]([O:13][Si:14]([CH3:15])([CH3:16])[C:17]([CH3:18])([CH3:19])[CH3:20])[CH2:12]1.